From a dataset of the Open Reaction Database (ORD), a public repository of structured organic reaction records. describe an organic reaction: reactants, conditions, products, and yield The reactants are C(CCCCCCCCCCC)OCCCCCCCCCCCC.[Al] (aluminum dodecyloxide), C(CCCCCCCCCCC)OCCCCCCCCCCCC.[Al] (aluminum dodecyloxide), C(C)(C)[Ti] (isopropyltitanium). Product: C(CCCCCCCCCCC)OCCCCCCCCCCCC.[Al] (Aluminum dodecyloxide), [O-2].[O-2].[Ti+4] (titanium dioxide). Reaction SMILES: [CH2:1]([O:13][CH2:14][CH2:15][CH2:16][CH2:17][CH2:18][CH2:19][CH2:20][CH2:21][CH2:22][CH2:23][CH2:24][CH3:25])[CH2:2][CH2:3][CH2:4][CH2:5][CH2:6][CH2:7][CH2:8][CH2:9][CH2:10][CH2:11][CH3:12].[Al:26].C([Ti:30])(C)C>>[CH2:14]([O:13][CH2:1][CH2:2][CH2:3][CH2:4][CH2:5][CH2:6][CH2:7][CH2:8][CH2:9][CH2:10][CH2:11][CH3:12])[CH2:15][CH2:16][CH2:17][CH2:18][CH2:19][CH2:20][CH2:21][CH2:22][CH2:23][CH2:24][CH3:25].[Al:26].[O-2:13].[O-2:13].[Ti+4:30] |f:0.1,3.4,5.6.7|. Reported procedure: Aluminum dodecyloxide was prepared in the same manner as in Example 1. Then a part of the aluminum dodecyloxide was hydrolyzed in the same manner as in Example 1 to obtain an alumina slurry. A remained part of aluminum dodecyloxide was mixed with isopropyltitanium (produced by Kishida Kagaku K.K.) at a mixing ratio of 100:5 by weight. The mixture was hydrolysed in the same manner as in Example 1 employing the above alumina slurry as a crystal seed to obtain a titanium dioxide-containing alumina ... Starting materials: C(C)(=O)N1CC(N(CC1COCC1=CC=CC=C1)CC1=CC=C(C=C1)F)=O (4-acetyl-5-[(benzyloxy)methyl]-1-(4-fluorobenzyl)piperazin-2-one), alcohol, S1(NCCCC1)(=O)=O (1,2-thiazinane 1,1-dioxide), C(#N)C=P(CCCC)(CCCC)CCCC (cyanomethylenetri-n-butylphosphorane). The reagents and catalysts are [Pd] (Pd/C). The solvent is C(C)O (ethanol), C1=CC=CC=C1 (benzene). Conditions: time 8 hour. Yields the product C(C)(=O)N1CC(N(CC1CN1S(CCCC1)(=O)=O)CC1=CC=C(C=C1)F)=O (4-Acetyl-5-[(1,1-Dioxido-1,2-thiazinan-2-yl)methyl]-1-(4-fluorobenzyl)-piperazin-2-one). RXN SMILES: [C:1]([N:4]1[CH:9]([CH2:10]OCC2C=CC=CC=2)[CH2:8][N:7]([CH2:19][C:20]2[CH:25]=[CH:24][C:23]([F:26])=[CH:22][CH:21]=2)[C:6](=[O:27])[CH2:5]1)(=[O:3])[CH3:2].[S:28]1(=[O:35])(=[O:34])[CH2:33][CH2:32][CH2:31][CH2:30][NH:29]1.C(C=P(CCCC)(CCCC)CCCC)#N>C(O)C.C1C=CC=CC=1.[Pd]>[C:1]([N:4]1[CH:9]([CH2:10][N:29]2[CH2:30][CH2:31][CH2:32][CH2:33][S:28]2(=[O:35])=[O:34])[CH2:8][N:7]([CH2:19][C:20]2[CH:21]=[CH:22][C:23]([F:26])=[CH:24][CH:25]=2)[C:6](=[O:27])[CH2:5]1)(=[O:3])[CH3:2]. Procedure: A mixture of 4-acetyl-5-[(benzyloxy)methyl]-1-(4-fluorobenzyl)piperazin-2-one (6.5 g) and 20% Pd/C (1.4 g) in ethanol (175 mL) was shaken under an atmosphere of hydrogen (60 psi) at room temperature overnight. The product mixture was filtered through a pad of Celite, and concentrated under vacuum. Residual ethanol was removed by co-evaporation with toluene under vacuum (3×). The resultant alcohol was used without further purification. A mixture of the alcohol (1.0 g, 3.57 mmol), 1,2-thiazinane 1... Starting materials: C1CCOC1, CCOC(=O)C(C)(C)Sc1nnc(C(F)(F)F)n1-c1ccc(C2CC2)c2ccccc12, [Li+], [OH-]. Yields the product CC(C)(Sc1nnc(C(F)(F)F)n1-c1ccc(C2CC2)c2ccccc12)C(=O)O. As a reaction SMILES: [CH2:34]1[O:35][CH2:36][CH2:37][CH2:38]1.[CH:3]1([c:6]2[cH:7][cH:8][c:9](-[n:16]3[c:17]([S:25][C:26]([C:27](=[O:28])[O:29][CH2:30][CH3:31])([CH3:32])[CH3:33])[n:18][n:19][c:20]3[C:21]([F:22])([F:23])[F:24])[c:10]3[cH:11][cH:12][cH:13][cH:14][c:15]23)[CH2:4][CH2:5]1.[Li+:1].[OH-:2]>>[CH:3]1([c:6]2[cH:7][cH:8][c:9](-[n:16]3[c:17]([S:25][C:26]([C:27](=[O:28])[OH:29])([CH3:32])[CH3:33])[n:18][n:19][c:20]3[C:21]([F:22])([F:23])[F:24])[c:10]3[cH:11][cH:12][cH:13][cH:14][c:15]23)[CH2:4][CH2:5]1.